Dataset: the Open Reaction Database (ORD), a public repository of structured organic reaction records. Task: describe an organic reaction: reactants, conditions, products, and yield Reactants: Br.NC=1SC=2CCN(C3=C(C2N1)C=CC=C3)C(=O)C3=CC=C(NC(C1=C(C=CC=C1)C1=CC=CC=C1)=O)C=C3 (4'-[(2-amino-5,6-dihydro-4H-thiazolo[5,4-d][1]benzazepin-6-yl)carbonyl]-2-phenylbenzanilide hydrobromide), C(C)(C)(C)OC(=O)NCC(=O)O (t-butoxycarbonylglycine), ON1N=NC2=C1C=CC=C2 (1-hydroxybenztriazole), CN1CCOCC1 (N-methylmorpholine), Cl.C(C)N=C=NCCCN(C)C (1-ethyl-3-(3-dimethylaminopropyl)carbodiimide hydrochloride). Product: Cl.CC(C)O.NCC(=O)NC=1SC=2CCN(C3=C(C2N1)C=CC=C3)C(=O)C3=CC=C(NC(C1=C(C=CC=C1)C1=CC=CC=C1)=O)C=C3 (4'-[(2-glycylamino-5,6-dihydro-4H-thiazolo[5,4-d][1]benzazepin-6-yl)carbonyl]-2-phenylbenzanilide 2-propylalcohol hydrochloride). Procedure details: After dissolving 176 mg of t-butoxycarbonylglycine, 205 mg of 1-hydroxybenztriazole and 0.15 ml of N-methylmorpholine in 3.5 ml of dichloromethane, 192 mg of 1-ethyl-3-(3-dimethylaminopropyl)carbodiimide hydrochloride was added to the resulting solution with stirring on an ice bath, and the mixture was warmed up to room temperature and stirred for 60 minutes. To this reaction solution, again cooled on an ice bath, was added dropwise 4 ml of dichloromethane in which 400 mg of the 4'-[(2-amino-5,6... Yield: 55.7%. Reaction conditions: time 8 hour. The solvent is O (water), ClCCl (dichloromethane), ClCCl (dichloromethane), C(C)N(CC)CC (triethylamine). Reaction SMILES: [C:1]([O:5]C([NH:8][CH2:9][C:10](O)=[O:11])=O)(C)([CH3:3])[CH3:2].ON1C2C=CC=CC=2N=N1.CN1CCOCC1.[ClH:30].C(N=C=NCCCN(C)C)C.Br.[NH2:43][C:44]1[S:45][C:46]2[CH2:47][CH2:48][N:49]([C:58]([C:60]3[CH:80]=[CH:79][C:63]([NH:64][C:65](=[O:78])[C:66]4[CH:71]=[CH:70][CH:69]=[CH:68][C:67]=4[C:72]4[CH:77]=[CH:76][CH:75]=[CH:74][CH:73]=4)=[CH:62][CH:61]=3)=[O:59])[C:50]3[CH:57]=[CH:56][CH:55]=[CH:54][C:51]=3[C:52]=2[N:53]=1>ClCCl.O.C(N(CC)CC)C>[ClH:30].[CH3:2][CH:1]([OH:5])[CH3:3].[NH2:8][CH2:9][C:10]([NH:43][C:44]1[S:45][C:46]2[CH2:47][CH2:48][N:49]([C:58]([C:60]3[CH:80]=[CH:79][C:63]([NH:64][C:65](=[O:78])[C:66]4[CH:71]=[CH:70][CH:69]=[CH:68][C:67]=4[C:72]4[CH:73]=[CH:74][CH:75]=[CH:76][CH:77]=4)=[CH:62][CH:61]=3)=[O:59])[C:50]3[CH:57]=[CH:56][CH:55]=[CH:54][C:51]=3[C:52]=2[N:53]=1)=[O:11] |f:3.4,5.6,10.11.12|. Reactants: CN(C)c1cc(NC(=O)OC(C)(C)C)c(NC(=O)CC(=O)c2cccc(-n3ccnn3)c2)cc1Cl, ClCCl, O=C(O)C(F)(F)F. Product: CN(C)c1cc2c(cc1Cl)NC(=O)CC(c1cccc(-n3ccnn3)c1)=N2. Reaction SMILES: [C:1]([O:2][C:3](=[O:4])[NH:7][c:8]1[c:9]([NH:18][C:19]([CH2:20][C:21](=[O:5])[c:22]2[cH:23][c:24](-[n:28]3[n:29][n:30][cH:31][cH:32]3)[cH:25][cH:26][cH:27]2)=[O:34])[cH:10][c:11]([Cl:17])[c:12]([N:14]([CH3:15])[CH3:16])[cH:13]1)([CH3:6])([CH3:33])[CH3:35].[Cl:43][CH2:44][Cl:45].[F:36][C:37]([F:38])([F:39])[C:40]([OH:41])=[O:42]>>[N:7]1=[C:21]([c:22]2[cH:23][c:24](-[n:28]3[n:29][n:30][cH:31][cH:32]3)[cH:25][cH:26][cH:27]2)[CH2:20][C:19](=[O:34])[NH:18][c:9]2[c:8]1[cH:13][c:12]([N:14]([CH3:15])[CH3:16])[c:11]([Cl:17])[cH:10]2.